From a dataset of the Open Reaction Database (ORD), a public repository of structured organic reaction records. describe an organic reaction: reactants, conditions, products, and yield The reactants are C(CCC)OC(=O)NC=CC1=CC=C(OCC2CO2)C=C1 (1-[p-(2-n-butoxycarbonylaminovinyl)-phenoxy]-2,3-epoxy-propane), C(C)(C)N (isopropylamine). Solvent: C(C)(C)O (isopropanol). Yields the product C(CCC)OC(=CC1=CC=C(OCC(CNC(C)C)O)C=C1)N=C=O (1-[p-(2-n-butoxy-carbonylaminovinyl)-phenoxy]-2-hydroxy-3-isopropylaminopropane), acetone-ether. Reaction SMILES: C(O[C:6]([NH:8][CH:9]=[CH:10][C:11]1[CH:21]=[CH:20][C:14]([O:15][CH2:16][CH:17]2[O:19][CH2:18]2)=[CH:13][CH:12]=1)=[O:7])CCC.[CH:22]([NH2:25])([CH3:24])[CH3:23]>C(O)(C)C>[CH2:14]([O:15][C:9]([N:8]=[C:6]=[O:7])=[CH:10][C:11]1[CH:12]=[CH:13][C:14]([O:15][CH2:16][CH:17]([OH:19])[CH2:18][NH:25][CH:22]([CH3:24])[CH3:23])=[CH:20][CH:21]=1)[CH2:13][CH2:12][CH3:11]. Procedure details: Analogously to the description in Example 2, 3.93 g (0.0135 mol) of 1-[p-(2-n-butoxycarbonylaminovinyl)-phenoxy]-2,3-epoxy-propane, on reaction with 1.22 ml (0.0142 mol) of isopropylamine in 50 ml of isopropanol, yield 1-[p-(2-n-butoxy-carbonylaminovinyl)-phenoxy]-2-hydroxy-3-isopropylaminopropane of melting point 125°-126°C (from acetone-ether). The reactants are C#CC (propyne), IC1=CC=C(C(=C1NC(C(F)(F)F)=O)OC(C)C)OC (6-iodo-2-isopropoxy-3-methoxy-N-trifluoroacetylaniline), Cl2Pd(PPh3)2, C(C)(C)N(C(C)C)CC (N,N-diisopropyl ethylamine). Reagents/catalysts: [Cu]I (CuI). The solvent is CN(C)C=O (DMF). Run at time 8 hour. The product is C(C)(C)OC1=C(NC(C(F)(F)F)=O)C(=CC=C1OC)C#CC (2-isopropoxy-3-methoxy-6-(prop-1-ynyl)-N-trifluoroacetylaniline). Isolated yield 79.0%. As a reaction SMILES: I[C:2]1[C:7]([NH:8][C:9](=[O:14])[C:10]([F:13])([F:12])[F:11])=[C:6]([O:15][CH:16]([CH3:18])[CH3:17])[C:5]([O:19][CH3:20])=[CH:4][CH:3]=1.[CH:21](N(CC)C(C)C)([CH3:23])[CH3:22].C#CC>CN(C=O)C.[Cu]I>[CH:16]([O:15][C:6]1[C:5]([O:19][CH3:20])=[CH:4][CH:3]=[C:2]([C:22]#[C:21][CH3:23])[C:7]=1[NH:8][C:9](=[O:14])[C:10]([F:13])([F:12])[F:11])([CH3:18])[CH3:17]. Procedure: A mixture of the product of Step B (0.275 g; 0.681 mmol), Cl2Pd(PPh3)2 (0.058 g; 0.083 mmol); CuI (0.025 g; 0.131 mmol), anhydrous N,N-diisopropyl ethylamine (1 ml) in anhydrous DMF (5 ml) was cooled to −40° C., degassed under reduced pressure and saturated with dry N2. To it, propyne gas (0.5 g; 12.4 mmol) was added at −40° C. The reaction flask was sealed with septum and allowed to warm up to room temperature and stirred overnight at room temperature than evaporated to dryness under reduced pr... Starting materials: O=C1OCC(c2ccccc2)=NC1Cc1ccccc1, CO. Yields the product O=C1OCC(c2ccccc2)NC1Cc1ccccc1. As a reaction SMILES: [CH2:1]([c:2]1[cH:3][cH:4][cH:5][cH:6][cH:7]1)[CH:8]1[C:9](=[O:20])[O:10][CH2:11][C:12]([c:14]2[cH:15][cH:16][cH:17][cH:18][cH:19]2)=[N:13]1.[CH3:21][OH:22]>>[CH2:1]([c:2]1[cH:3][cH:4][cH:5][cH:6][cH:7]1)[CH:8]1[C:9](=[O:20])[O:10][CH2:11][CH:12]([c:14]2[cH:15][cH:16][cH:17][cH:18][cH:19]2)[NH:13]1.